From a dataset of the Open Reaction Database (ORD), a public repository of structured organic reaction records. describe an organic reaction: reactants, conditions, products, and yield Reactants: O=C1c2ccccc2C2CCCCC12, CNCC(=O)O, CC(=O)[O-], CO, Cl, [H][H], [Na+]. The product is CN(CC(=O)O)C1c2ccccc2C2CCCCC21. RXN SMILES: [CH2:1]1[CH2:2][CH2:3][CH2:4][CH:5]2[c:6]3[cH:7][cH:8][cH:9][cH:10][c:11]3[C:12](=[O:14])[CH:13]12.[CH3:16][NH:17][CH2:18][C:19](=[O:20])[OH:21].[CH3:23][C:24](=[O:25])[O-:26].[CH3:29][OH:30].[ClH:15].[H:27][H:28].[Na+:22]>>[CH2:1]1[CH2:2][CH2:3][CH2:4][CH:5]2[c:6]3[cH:7][cH:8][cH:9][cH:10][c:11]3[CH:12]([N:17]([CH3:16])[CH2:18][C:19](=[O:20])[OH:21])[CH:13]12. Reported procedure: The title compound was prepared by Method A using 4'-benzyloxy-2'-hydroxy-3'-methylacetophenone (1.29 g, 5.06 mmol), lithium bis(trimethylsilyl)amide (2.11 g, 12.6 mmol), chlorotrimethylsilane (1.60 mL, 12.6 mmol), THF (127 mL), and diethyl ester of [(2-phenylethyl)thio]propanedioic acid (1.00 g, 3.37 mmol). m.p. 147-148° C.; 1H NMR (400 MHz, DMSO-d6) δ2.14 (s, 3 H), 2.77 (t, 2 H), 2.98 (t, 2 H), 5.17 (s, 2 H), 5.29 (s, 1 H), 6.79 (d, 1 H), 7.30 (m, 13H), 9.36 (s, 1 H), 11.85 (bs, 1 H). Product: OC1=C(C(OC(=C1)C1=C(C(=C(C=C1)OCC1=CC=CC=C1)C)O)=O)SCCC1=CC=CC=C1 (4-Hydroxy-6-[2-hydroxy-3-methyl-4-(phenylmethoxy) phenyl]-3-[(2-phenylethyl)thio]-2H-pyran-2-one). Solvent: C1CCOC1 (THF). RXN SMILES: [CH2:1]([O:8][C:9]1[CH:14]=[CH:13][C:12]([C:15](=[O:17])[CH3:16])=[C:11]([OH:18])[C:10]=1[CH3:19])[C:2]1[CH:7]=[CH:6][CH:5]=[CH:4][CH:3]=1.C[Si]([N-][Si](C)(C)C)(C)C.[Li+].Cl[Si](C)(C)C.[C:35]1([CH2:41][CH2:42][S:43][CH:44]([C:48](O)=[O:49])[C:45](O)=[O:46])[CH:40]=[CH:39][CH:38]=[CH:37][CH:36]=1>C1COCC1>[OH:49][C:48]1[CH:16]=[C:15]([C:12]2[CH:13]=[CH:14][C:9]([O:8][CH2:1][C:2]3[CH:3]=[CH:4][CH:5]=[CH:6][CH:7]=3)=[C:10]([CH3:19])[C:11]=2[OH:18])[O:17][C:45](=[O:46])[C:44]=1[S:43][CH2:42][CH2:41][C:35]1[CH:36]=[CH:37][CH:38]=[CH:39][CH:40]=1 |f:1.2|. The reactants are C(C1=CC=CC=C1)OC1=C(C(=C(C=C1)C(C)=O)O)C (4'-benzyloxy-2'-hydroxy-3'-methylacetophenone), C[Si](C)(C)[N-][Si](C)(C)C.[Li+] (lithium bis(trimethylsilyl)amide), Cl[Si](C)(C)C (chlorotrimethylsilane), diethyl ester, C1(=CC=CC=C1)CCSC(C(=O)O)C(=O)O ([(2-phenylethyl)thio]propanedioic acid). The reactants are CN=C(NC#N)SC, ClCCc1ncccn1, NCCSCCc1ncccn1, OCCN1C=CC=NC1, O=S(Cl)Cl. Yields the product CNC(=NCCSCCc1ncccn1)NC#N. Reaction SMILES: [C:35](#[N:36])[NH:37][C:38]([S:39][CH3:40])=[N:41][CH3:42].[Cl:1][CH2:2][CH2:3][c:4]1[n:5][cH:6][cH:7][cH:8][n:9]1.[NH2:23][CH2:24][CH2:25][S:26][CH2:27][CH2:28][c:29]1[n:30][cH:31][cH:32][cH:33][n:34]1.[OH:10][CH2:11][CH2:12][N:13]1[CH:14]=[CH:15][CH:16]=[N:17][CH2:18]1.[S:19]([Cl:20])([Cl:21])=[O:22]>>[N:23]([CH2:24][CH2:25][S:26][CH2:27][CH2:28][c:29]1[n:30][cH:31][cH:32][cH:33][n:34]1)=[C:38]([NH:37][C:35]#[N:36])[NH:41][CH3:42]. As a reaction SMILES: [CH3:31][CH2:32][OH:33].[CH:24]1([CH2:29][NH2:30])[CH2:25][CH2:26][CH2:27][CH2:28]1.[F:1][c:2]1[c:3]([N+:21](=[O:22])[O-:23])[cH:4][c:5]([C:6](=[O:7])[N:8]([CH2:9][C:10]([F:11])([F:12])[F:13])[CH2:14][C:15]([F:16])([F:17])[F:18])[cH:19][cH:20]1>>[c:2]1([NH:30][CH2:29][CH:24]2[CH2:25][CH2:26][CH2:27][CH2:28]2)[c:3]([N+:21](=[O:22])[O-:23])[cH:4][c:5]([C:6](=[O:7])[N:8]([CH2:9][C:10]([F:11])([F:12])[F:13])[CH2:14][C:15]([F:16])([F:17])[F:18])[cH:19][cH:20]1. The reactants are CCO, NCC1CCCC1, O=C(c1ccc(F)c([N+](=O)[O-])c1)N(CC(F)(F)F)CC(F)(F)F. Product: O=C(c1ccc(NCC2CCCC2)c([N+](=O)[O-])c1)N(CC(F)(F)F)CC(F)(F)F. Starting materials: CC(C)c1onc(-c2c(Cl)cccc2Cl)c1CO, ClCCl, O=S(Cl)Cl, c1ccc2[nH]nnc2c1. Product: CC(C)c1onc(-c2c(Cl)cccc2Cl)c1CCl. As a reaction SMILES: [Cl:14][c:15]1[c:16](-[c:22]2[n:23][o:24][c:25]([CH:29]([CH3:30])[CH3:31])[c:26]2[CH2:27][OH:28])[c:17]([Cl:21])[cH:18][cH:19][cH:20]1.[Cl:32][CH2:33][Cl:34].[S:1]([Cl:2])([Cl:3])=[O:4].[nH:5]1[c:6]2[cH:7][cH:8][cH:9][cH:10][c:11]2[n:12][n:13]1>>[Cl:3][CH2:27][c:26]1[c:22](-[c:16]2[c:15]([Cl:14])[cH:20][cH:19][cH:18][c:17]2[Cl:21])[n:23][o:24][c:25]1[CH:29]([CH3:30])[CH3:31].